This data is from the Open Reaction Database (ORD), a public repository of structured organic reaction records. The task is: describe an organic reaction: reactants, conditions, products, and yield Reactants: COc1cccc(OC)c1CNC(=N)Nc1nc(C2CCCN2C(=O)OC(C)(C)C)cs1, Cl, C1COCCO1. Yields the product COc1cccc(OC)c1CNC(=N)Nc1nc(C2CCCN2)cs1, Cl. Reaction SMILES: [CH3:1][O:2][c:3]1[c:4]([CH2:5][NH:6][C:7](=[NH:8])[NH:9][c:10]2[s:11][cH:12][c:13]([CH:15]3[N:16]([C:20]([O:21][C:22]([CH3:23])([CH3:24])[CH3:25])=[O:26])[CH2:17][CH2:18][CH2:19]3)[n:14]2)[c:27]([O:31][CH3:32])[cH:28][cH:29][cH:30]1.[ClH:33].[O:34]1[CH2:35][CH2:36][O:37][CH2:38][CH2:39]1>>[CH3:1][O:2][c:3]1[c:4]([CH2:5][NH:6][C:7](=[NH:8])[NH:9][c:10]2[s:11][cH:12][c:13]([CH:15]3[NH:16][CH2:17][CH2:18][CH2:19]3)[n:14]2)[c:27]([O:31][CH3:32])[cH:28][cH:29][cH:30]1.[ClH:33]. The reactants are O=C(N=C=S)c1ccccc1, ClCCl, NCc1ccccn1. The product is NC(=S)NCc1ccccn1. Reaction SMILES: [C:9](=[O:10])([c:11]1[cH:12][cH:13][cH:14][cH:15][cH:16]1)[N:17]=[C:18]=[S:19].[Cl:20][CH2:21][Cl:22].[NH2:1][CH2:2][c:3]1[n:4][cH:5][cH:6][cH:7][cH:8]1>>[NH:1]([CH2:2][c:3]1[n:4][cH:5][cH:6][cH:7][cH:8]1)[C:18]([NH2:17])=[S:19]. The reactants are ClC=1N=NC(=CC1OC)Cl (3,6-dichloro-4-methoxypyridazine), ice water, C1(CC1)C1=C(C=CC=C1OC)O (2-cyclopropyl-3-methoxyphenol), CC(C)([O-])C.[K+] (potassium tert-butoxide). Run in O1CCOCC1 (1,4-dioxane), CS(=O)C (dimethylsulfoxide). Run at time 10 minute. The product is ClC1=CC(=C(N=N1)OC1=C(C(=CC=C1)OC)C1CC1)OC (6-chloro-3-(2-cyclopropyl-3-methoxyphenoxy)-4-methoxypyridazine), ClC=1N=NC(=CC1OC)OC1=C(C(=CC=C1)OC)C1CC1 (3-chloro-6-(2-cyclopropyl-3-methoxyphenoxy)-4-methoxypyridazine). The yield is 39.1%. Reaction SMILES: [CH:1]1([C:4]2[C:9]([O:10][CH3:11])=[CH:8][CH:7]=[CH:6][C:5]=2[OH:12])[CH2:3][CH2:2]1.CC(C)([O-])C.[K+].[Cl:19][C:20]1[N:21]=[N:22][C:23]([Cl:28])=[CH:24][C:25]=1[O:26][CH3:27]>O1CCOCC1.CS(C)=O>[Cl:28][C:23]1[N:22]=[N:21][C:20]([O:12][C:5]2[CH:6]=[CH:7][CH:8]=[C:9]([O:10][CH3:11])[C:4]=2[CH:1]2[CH2:2][CH2:3]2)=[C:25]([O:26][CH3:27])[CH:24]=1.[Cl:19][C:20]1[N:21]=[N:22][C:23]([O:12][C:5]2[CH:6]=[CH:7][CH:8]=[C:9]([O:10][CH3:11])[C:4]=2[CH:1]2[CH2:2][CH2:3]2)=[CH:24][C:25]=1[O:26][CH3:27] |f:1.2|. Procedure: In a mixed solvent of 1,4-dioxane (2.5 mL) and dimethylsulfoxide (2.5 mL) was dissolved 190 mg (1.16 mmol) of 2-cyclopropyl-3-methoxyphenol, 146 mg (1.30 mmol) of potassium tert-butoxide was added to the solution and the resulting mixture was stirred for 10 minutes. To the mixture was added 170 mg (0.950 mmol) of 3,6-dichloro-4-methoxypyridazine and the resulting mixture was stirred overnight. The reaction mixture was poured into ice water and extracted with ethyl acetate. The organic layers wer... Starting materials: COc1c(C#N)cc(C(=O)N2CS(=O)(=O)c3ccccc32)cc1C(F)(F)F, CN(C)C=O, [Cl-], Cl, [Li+]. Product: N#Cc1cc(C(=O)N2CS(=O)(=O)c3ccccc32)cc(C(F)(F)F)c1O. Reaction SMILES: [C:1](#[N:2])[c:3]1[cH:4][c:5]([C:6](=[O:7])[N:8]2[CH2:9][S:10](=[O:17])(=[O:18])[c:11]3[c:12]2[cH:13][cH:14][cH:15][cH:16]3)[cH:19][c:20]([C:24]([F:25])([F:26])[F:27])[c:21]1[O:22][CH3:23].[CH3:31][N:32]([CH3:33])[CH:34]=[O:35].[Cl-:29].[ClH:30].[Li+:28]>>[C:1](#[N:2])[c:3]1[cH:4][c:5]([C:6](=[O:7])[N:8]2[CH2:9][S:10](=[O:17])(=[O:18])[c:11]3[c:12]2[cH:13][cH:14][cH:15][cH:16]3)[cH:19][c:20]([C:24]([F:25])([F:26])[F:27])[c:21]1[OH:22]. Reactants: CO, COc1cc2c(-c3cc4cccnc4n3S(=O)(=O)c3ccc(C)cc3)cn(CCO)c2cc1OC, [K+], [OH-]. Product: COc1cc2c(-c3cc4cccnc4[nH]3)cn(CCO)c2cc1OC. Reaction SMILES: [CH3:38][OH:39].[CH3:3][O:4][c:5]1[cH:6][c:7]2[c:8](-[c:19]3[cH:20][c:21]4[c:22]([n:23][cH:24][cH:25][cH:26]4)[n:27]3[S:28]([c:29]3[cH:30][cH:31][c:32]([CH3:33])[cH:34][cH:35]3)(=[O:36])=[O:37])[cH:9][n:10]([CH2:16][CH2:17][OH:18])[c:11]2[cH:12][c:13]1[O:14][CH3:15].[K+:2].[OH-:1]>>[CH3:3][O:4][c:5]1[cH:6][c:7]2[c:8](-[c:19]3[cH:20][c:21]4[c:22]([n:23][cH:24][cH:25][cH:26]4)[nH:27]3)[cH:9][n:10]([CH2:16][CH2:17][OH:18])[c:11]2[cH:12][c:13]1[O:14][CH3:15]. Reactants: CN(C)\C=C/1\C(CC(C1=O)(C)C)C1=CC=C(C#N)C=C1 ((+/−)-4-[(2Z)-2-(dimethylaminomethylene)-4,4-dimethyl-3-oxo-cyclopentyl]benzonitrile), Cl.NN (hydrazine hydrochloride). The reagents and catalysts are C(C)(=O)O (acetic acid). The solvent is C(C)O (ethanol). Conditions: temperature 80 celsius. Yields the product Cl.CC1(CC(C2=C1NN=C2)C2=CC=C(C#N)C=C2)C ((+/−)-4-[6,6-Dimethyl-4,5-dihydro-1H-cyclopenta[c]pyrazol-4-yl]benzonitrile hydrochloride). The yield is 42.0%. Reaction SMILES: C[N:2](/[CH:4]=[C:5]1/[CH:6]([C:13]2[CH:20]=[CH:19][C:16]([C:17]#[N:18])=[CH:15][CH:14]=2)[CH2:7][C:8]([CH3:12])([CH3:11])[C:9]/1=O)C.[ClH:21].[NH2:22]N>C(O)C.C(O)(=O)C>[ClH:21].[CH3:11][C:8]1([CH3:12])[C:9]2[NH:22][N:2]=[CH:4][C:5]=2[CH:6]([C:13]2[CH:20]=[CH:19][C:16]([C:17]#[N:18])=[CH:15][CH:14]=2)[CH2:7]1 |f:1.2,5.6|. Procedure details: To (+/−)-4-[(2Z)-2-(dimethylaminomethylene)-4,4-dimethyl-3-oxo-cyclopentyl]benzonitrile (3.2 g, 20 mmol) in ethanol (100 mL) and acetic acid (4 drops) is added hydrazine hydrochloride (4.17 g, 60 mmol) and the reaction is heated to 80° C. for three hours. The reaction is then cooled to room temperature and concentrated in vacuo. The residue is partitioned between ethyl acetate and saturated sodium bicarbonate solution. The layers are separated and the organic is washed with brine, dried over sod... Starting materials: COC(=O)c1cccc(NC(=O)NCC(=O)N2C(c3ccccc3)C(C)CC2(C(=O)Nc2ccccc2)C(=O)OC(C)(C)C)c1, CO, [K+], [OH-], O. Yields the product CC1CC(C(=O)Nc2ccccc2)(C(=O)OC(C)(C)C)N(C(=O)CNC(=O)Nc2cccc(C(=O)O)c2)C1c1ccccc1. RXN SMILES: [CH3:1][O:2][C:3](=[O:4])[c:5]1[cH:6][c:7]([NH:11][C:12]([NH:13][CH2:14][C:15](=[O:16])[N:17]2[C:18]([C:29](=[O:30])[O:31][C:32]([CH3:33])([CH3:34])[CH3:35])([C:36]([NH:37][c:38]3[cH:39][cH:40][cH:41][cH:42][cH:43]3)=[O:44])[CH2:19][CH:20]([CH3:28])[CH:21]2[c:22]2[cH:23][cH:24][cH:25][cH:26][cH:27]2)=[O:45])[cH:8][cH:9][cH:10]1.[CH3:49][OH:50].[K+:47].[OH-:46].[OH2:48]>>[O:2]=[C:3]([OH:4])[c:5]1[cH:6][c:7]([NH:11][C:12]([NH:13][CH2:14][C:15](=[O:16])[N:17]2[C:18]([C:29](=[O:30])[O:31][C:32]([CH3:33])([CH3:34])[CH3:35])([C:36]([NH:37][c:38]3[cH:39][cH:40][cH:41][cH:42][cH:43]3)=[O:44])[CH2:19][CH:20]([CH3:28])[CH:21]2[c:22]2[cH:23][cH:24][cH:25][cH:26][cH:27]2)=[O:45])[cH:8][cH:9][cH:10]1. The reactants are OC=1C=C(OC2=CC=C(C=C2)OC2=CC(=C(C=C2)[N+](=O)[O-])O)C=CC1[N+](=O)[O-] (1,4-bis(3-hydroxy-4-nitrophenoxy)benzene), [K+].[Br-] (KBr). Yields the product NC1=C(C=C(OC2=CC=C(C=C2)OC2=CC(=C(C=C2)N)O)C=C1)O (1,4-Bis(4-amino-3-hydroxyphenoxy)benzene). Isolated yield 83.0%. Reaction SMILES: [OH:1][C:2]1[CH:3]=[C:4]([CH:23]=[CH:24][C:25]=1[N+:26]([O-])=O)[O:5][C:6]1[CH:11]=[CH:10][C:9]([O:12][C:13]2[CH:18]=[CH:17][C:16]([N+:19]([O-])=O)=[C:15]([OH:22])[CH:14]=2)=[CH:8][CH:7]=1.[K+].[Br-]>>[NH2:19][C:16]1[CH:17]=[CH:18][C:13]([O:12][C:9]2[CH:8]=[CH:7][C:6]([O:5][C:4]3[CH:23]=[CH:24][C:25]([NH2:26])=[C:2]([OH:1])[CH:3]=3)=[CH:11][CH:10]=2)=[CH:14][C:15]=1[OH:22] |f:1.2|. Reported procedure: 1,4-Bis(4-amino-3-hydroxyphenoxy)benzene was synthesized in a manner analogous to Example 2 from 1,4-bis(3-hydroxy-4-nitrophenoxy)benzene. Yield: 83%; mp>220° C. (decompose); IR (KBr): 3360, 3288, 3040, 1603, 1514 cm−1; MS (EI) m/z 324 (M+, 100); Elemental Anal. Calcd. for C18H16N2O4: C, 66.67; H, 4.94; N, 8.64. Found: C, 66.52; H, 5.01; N, 8.56. The reactants are C(C1=CC=CC=C1)N1CC(CC1)(O)C1=C(C(=CC=C1)F)F ((+)-1-benzyl-3-(2,3-difluorophenyl)pyrrolidin-3-ol), C(=O)[O-].[NH4+] (ammonium formiate), C(C)O (ethanol). The reagents and catalysts are [Pd] (palladium on carbon). The solvent is ClCCl.C(C)(C)(C)OC (Dichloromethane methyl tert-butyl ether). Yields the product FC1=C(C=CC=C1F)C1(CNCC1)O (3-(2,3-DIFLUOROPHENYL)PYRROLIDIN-3-OL). Isolated yield 50.8%. Reaction SMILES: C([N:8]1[CH2:12][CH2:11][C:10]([C:14]2[CH:19]=[CH:18][CH:17]=[C:16]([F:20])[C:15]=2[F:21])([OH:13])[CH2:9]1)C1C=CC=CC=1.C([O-])=O.[NH4+].C(O)C>[Pd].ClCCl.C(OC)(C)(C)C>[F:21][C:15]1[C:16]([F:20])=[CH:17][CH:18]=[CH:19][C:14]=1[C:10]1([OH:13])[CH2:11][CH2:12][NH:8][CH2:9]1 |f:1.2,5.6|. Procedure details: Preparation according to preparation 4: (+)-1-benzyl-3-(2,3-difluorophenyl)pyrrolidin-3-ol (2.86 g, 9.88 mmol), ammonium formiate (1.25 g, 19.76 mmol), ethanol (50 mL) and palladium on carbon (130 mg). Refluxed for 90 min. Dichloromethane/methyl tert-butyl ether (1:1, 50 mL) was added and the mixture was filtrated through celite, the filtrate was evaporated and purified by flash column chromatography on silica gel (triethylamine/methanol, 0:1 to 1:4) to give the title compound (1.0 g). MS m/z (r...